The task is: describe an organic reaction: reactants, conditions, products, and yield. This data is from the Open Reaction Database (ORD), a public repository of structured organic reaction records. Starting materials: C(C)(=O)OCCC(CN(CC(CCOC(C)=O)([N+](=O)[O-])[N+](=O)[O-])[N+](=O)[O-])([N+](=O)[O-])[N+](=O)[O-] (3,3,5,7,7-pentanitro-5-azanonane-1,9-diol-1,9-diacetate), CO (MeOH), Cl (hydrochloric acid). Solvent: O (water). The product is [N+](=O)([O-])C(CCO)(CN(CC(CCO)([N+](=O)[O-])[N+](=O)[O-])[N+](=O)[O-])[N+](=O)[O-] (3,3,5,7,7-Pentanitro-5-azanonane-1,9-diol). As a reaction SMILES: C([O:4][CH2:5][CH2:6][C:7]([N+:30]([O-:32])=[O:31])([N+:27]([O-:29])=[O:28])[CH2:8][N:9]([N+:24]([O-:26])=[O:25])[CH2:10][C:11]([N+:21]([O-:23])=[O:22])([N+:18]([O-:20])=[O:19])[CH2:12][CH2:13][O:14]C(=O)C)(=O)C.CO.Cl>O>[N+:30]([C:7]([N+:27]([O-:29])=[O:28])([CH2:8][N:9]([N+:24]([O-:26])=[O:25])[CH2:10][C:11]([N+:18]([O-:20])=[O:19])([N+:21]([O-:23])=[O:22])[CH2:12][CH2:13][OH:14])[CH2:6][CH2:5][OH:4])([O-:32])=[O:31]. Procedure: Crude 3,3,5,7,7-pentanitro-5-azanonane-1,9-diol-1,9-diacetate (66.5 g) was stirred in 615 ml of warm (50° C.) MeOH in a 2000 ml round-bottom flask. Distilled water (265 ml) was added followed by 19 ml of concentrated hydrochloric acid. The mixture was heated at 67°-69° C. (mild reflux) overnight before nearly all the solvent was removed under reduced pressure on a rotary evaporator (water bath at 35° C.). The white solid (mp 118°-120° C.) was removed by filtration and washed with cold water. Cry... Reactants: CCO, Cl, [Na+], [OH-], CCOC(=O)C1CC2(CCN(CC(C)C)CC2)CN1Cc1ccc(CN(Cc2ncc[nH]2)Cc2ncc[nH]2)cc1. Yields the product CC(C)CN1CCC2(CC1)CC(C(=O)O)N(Cc1ccc(CN(Cc3ncc[nH]3)Cc3ncc[nH]3)cc1)C2. As a reaction SMILES: [CH3:44][CH2:45][OH:46].[ClH:43].[Na+:42].[OH-:41].[nH:1]1[c:2]([CH2:6][N:7]([CH2:8][c:9]2[nH:10][cH:11][cH:12][n:13]2)[CH2:14][c:15]2[cH:16][cH:17][c:18]([CH2:19][N:20]3[CH2:21][C:22]4([CH2:23][CH:24]3[C:25](=[O:26])[O:27][CH2:28][CH3:29])[CH2:30][CH2:31][N:32]([CH2:35][CH:36]([CH3:37])[CH3:38])[CH2:33][CH2:34]4)[cH:39][cH:40]2)[n:3][cH:4][cH:5]1>>[nH:1]1[c:2]([CH2:6][N:7]([CH2:8][c:9]2[n:10][cH:11][cH:12][nH:13]2)[CH2:14][c:15]2[cH:16][cH:17][c:18]([CH2:19][N:20]3[CH2:21][C:22]4([CH2:23][CH:24]3[C:25](=[O:26])[OH:27])[CH2:30][CH2:31][N:32]([CH2:35][CH:36]([CH3:37])[CH3:38])[CH2:33][CH2:34]4)[cH:39][cH:40]2)[n:3][cH:4][cH:5]1. The reactants are CC(C)(C)C(=O)Nc1cccc(COCc2cccc(F)c2)n1, [Na+], [OH-]. The product is Nc1cccc(COCc2cccc(F)c2)n1. Reaction SMILES: [F:1][c:2]1[cH:3][c:4]([CH2:5][O:6][CH2:7][c:8]2[cH:9][cH:10][cH:11][c:12]([NH:14][C:15](=[O:16])[C:17]([CH3:18])([CH3:19])[CH3:20])[n:13]2)[cH:21][cH:22][cH:23]1.[Na+:25].[OH-:24]>>[F:1][c:2]1[cH:3][c:4]([CH2:5][O:6][CH2:7][c:8]2[cH:9][cH:10][cH:11][c:12]([NH2:14])[n:13]2)[cH:21][cH:22][cH:23]1.